describe an organic reaction: reactants, conditions, products, and yield From a dataset of the Open Reaction Database (ORD), a public repository of structured organic reaction records. The reactants are C1CCOC1, O=C=NCC1OC(=C2C(=O)Nc3ccccc32)c2ccccc21, NCCO. Yields the product O=C(NCCO)NCC1OC(=C2C(=O)Nc3ccccc32)c2ccccc21. As a reaction SMILES: [CH2:28]1[O:29][CH2:30][CH2:31][CH2:32]1.[N:1](=[C:2]=[O:3])[CH2:4][CH:5]1[O:6][C:7](=[C:14]2[C:15](=[O:23])[NH:16][c:17]3[cH:18][cH:19][cH:20][cH:21][c:22]32)[c:8]2[cH:9][cH:10][cH:11][cH:12][c:13]21.[OH:24][CH2:25][CH2:26][NH2:27]>>[NH:1]([C:2](=[O:3])[NH:27][CH2:26][CH2:25][OH:24])[CH2:4][CH:5]1[O:6][C:7](=[C:14]2[C:15](=[O:23])[NH:16][c:17]3[cH:18][cH:19][cH:20][cH:21][c:22]32)[c:8]2[cH:9][cH:10][cH:11][cH:12][c:13]21. Starting materials: N1(CCNCC1)C=1C=C2CC(NC2=CC1)=O (5-(1-piperazinyl)oxindol), COC=1C=C(C(=O)O)C=CC1OC (3,4-Dimethoxybenzoic acid), 1,8-diazabicyclo[5,4,0]undecene-7, ClC(=O)OCC(C)C (isobutyl chloroformate). The solvent is CN(C)C=O (DMF), CN(C)C=O (DMF). The product is COC=1C=C(C(=O)N2CCN(CC2)C=2C=C3CC(NC3=CC2)=O)C=CC1OC (5-[4-(3,4-dimethoxybenzoyl)-1-piperazinyl]oxindol). Isolated yield 42.2%. Reaction SMILES: [CH3:1][O:2][C:3]1[CH:4]=[C:5]([CH:9]=[CH:10][C:11]=1[O:12][CH3:13])[C:6]([OH:8])=O.ClC(OCC(C)C)=O.[N:22]1([C:28]2[CH:29]=[C:30]3[C:34](=[CH:35][CH:36]=2)[NH:33][C:32](=[O:37])[CH2:31]3)[CH2:27][CH2:26][NH:25][CH2:24][CH2:23]1>CN(C=O)C>[CH3:1][O:2][C:3]1[CH:4]=[C:5]([CH:9]=[CH:10][C:11]=1[O:12][CH3:13])[C:6]([N:25]1[CH2:26][CH2:27][N:22]([C:28]2[CH:29]=[C:30]3[C:34](=[CH:35][CH:36]=2)[NH:33][C:32](=[O:37])[CH2:31]3)[CH2:23][CH2:24]1)=[O:8]. Procedure details: 3,4-Dimethoxybenzoic acid (2.6 g) and 1.65 g of 1,8-diazabicyclo[5,4,0]undecene-7 were added to 100 ml of DMF and to the mixture was added dropwise 1.5 ml of isobutyl chloroformate with ice-cooling externally with stirring. After completion of addition, the mixture was stirred for 30 minutes. To the mixture was added 40 ml of DMF solution containing 2.16 g of 5-(1-piperazinyl)oxindol and the mixture was stirred at room temperature for 5 hours. After completion of reaction, the solvent was remove... The reactants are CN, CNC1=Nc2ccc(Cl)cc2C(OP(=O)(N2CCOCC2)N2CCOCC2)=NC1, C1CCOC1. Product: CNC1=Nc2ccc(Cl)cc2C(NC)=NC1. As a reaction SMILES: [CH3:30][NH2:31].[Cl:1][c:2]1[cH:3][cH:4][c:5]2[c:6]([cH:29]1)[C:7]([O:14][P:15]([N:16]1[CH2:17][CH2:18][O:19][CH2:20][CH2:21]1)([N:22]1[CH2:23][CH2:24][O:25][CH2:26][CH2:27]1)=[O:28])=[N:8][CH2:9][C:10]([NH:12][CH3:13])=[N:11]2.[O:32]1[CH2:33][CH2:34][CH2:35][CH2:36]1>>[Cl:1][c:2]1[cH:3][cH:4][c:5]2[c:6]([cH:29]1)[C:7]([NH:31][CH3:30])=[N:8][CH2:9][C:10]([NH:12][CH3:13])=[N:11]2.